This data is from the Open Reaction Database (ORD), a public repository of structured organic reaction records. The task is: describe an organic reaction: reactants, conditions, products, and yield Reactants: C(C)(=O)O[BH-](OC(C)=O)OC(C)=O.[Na+] (Sodium triacetoxyborohydride), OC1=C(C=C(C=O)C=C1)[N+](=O)[O-] (4-hydroxy-3-nitro-benzaldehyde), CC1=CC=C(C=C1)N1CCNCC1 (1-(4-methyl-phenyl)-piperazine). Run in C1CCOC1 (THF). Run at time 8 hour. Yields the product CC1=C(C=CC=C1)N1CCN(CC1)CC1=CC(=C(C=C1)O)[N+](=O)[O-] (4-[4-(methylphenyl)-piperazin-1-ylmethyl]-2-nitro-phenol). Reaction SMILES: [C:1](O[BH-](OC(=O)C)OC(=O)C)(=O)C.[Na+].[OH:15][C:16]1[CH:23]=[CH:22][C:19]([CH:20]=O)=[CH:18][C:17]=1[N+:24]([O-:26])=[O:25].C[C:28]1[CH:33]=[CH:32][C:31]([N:34]2[CH2:39][CH2:38][NH:37][CH2:36][CH2:35]2)=[CH:30][CH:29]=1>C1COCC1>[CH3:1][C:30]1[CH:29]=[CH:28][CH:33]=[CH:32][C:31]=1[N:34]1[CH2:35][CH2:36][N:37]([CH2:20][C:19]2[CH:22]=[CH:23][C:16]([OH:15])=[C:17]([N+:24]([O-:26])=[O:25])[CH:18]=2)[CH2:38][CH2:39]1 |f:0.1|. Reported procedure: Sodium triacetoxyborohydride (1.8 g, 8.4 mmol) is added to a solution of 4-hydroxy-3-nitro-benzaldehyde (1.3 g, 8.0 mmol) and 1-(4-methyl-phenyl)-piperazine (2.8 g, 16.1 mmol) in 50 mL of THF at room temperature, and the mixture is stirred overnight. The reaction is quenched by pouring into 400 mL of water, and the precipitate which forms is collected by filtration. Yield=1.7 g (33%) of 4-[4-(methylphenyl)-piperazin-1-ylmethyl]-2-nitro-phenol oil. RXN SMILES: [CH2:17]1[O:18][c:19]2[cH:20][c:21]([N:26]=[C:27]=[O:28])[cH:22][cH:23][c:24]2[O:25]1.[cH:29]1[cH:30][cH:31][n:32][cH:33][cH:34]1.[o:1]1[c:2](-[c:10]2[cH:11][c:12]([NH2:16])[n:13][cH:14][cH:15]2)[n:3][c:4]2[c:5]1[cH:6][cH:7][cH:8][cH:9]2>>[o:1]1[c:2](-[c:10]2[cH:11][c:12]([NH:16][C:27]([NH:26][c:21]3[cH:20][c:19]4[c:24]([cH:23][cH:22]3)[O:25][CH2:17][O:18]4)=[O:28])[n:13][cH:14][cH:15]2)[n:3][c:4]2[c:5]1[cH:6][cH:7][cH:8][cH:9]2. Product: O=C(Nc1ccc2c(c1)OCO2)Nc1cc(-c2nc3ccccc3o2)ccn1. Starting materials: O=C=Nc1ccc2c(c1)OCO2, c1ccncc1, Nc1cc(-c2nc3ccccc3o2)ccn1. The reactants are CC(C)C[Al+]CC(C)C, CCOCC, Cc1ccccc1, CCOC(C)=O, Cl, [H-], C=CCC(C#N)(COCC[Si](C)(C)C)c1ccccc1. Product: C=CCC(C=O)(COCC[Si](C)(C)C)c1ccccc1. As a reaction SMILES: [CH2:22]([Al+:23][CH2:24][CH:25]([CH3:26])[CH3:27])[CH:28]([CH3:29])[CH3:30].[CH2:45]([O:46][CH2:47][CH3:48])[CH3:49].[CH3:31][c:32]1[cH:33][cH:34][cH:35][cH:36][cH:37]1.[CH3:38][CH2:39][O:40][C:41](=[O:42])[CH3:43].[ClH:44].[H-:21].[c:1]1([C:7]([C:8]#[N:9])([CH2:10][CH:11]=[CH2:12])[CH2:13][O:14][CH2:15][CH2:16][Si:17]([CH3:18])([CH3:19])[CH3:20])[cH:2][cH:3][cH:4][cH:5][cH:6]1>>[c:1]1([C:7]([CH:8]=[O:40])([CH2:10][CH:11]=[CH2:12])[CH2:13][O:14][CH2:15][CH2:16][Si:17]([CH3:18])([CH3:19])[CH3:20])[cH:2][cH:3][cH:4][cH:5][cH:6]1. Reactants: CC1=C(C(=O)C2=C(C(=O)O)C=CC=C2)C=CC(=C1)N(CC)CC (2-(2-methyl-4-(diethylamino)benzoyl)benzoic acid), C(C)N(C1=CC(=CC=C1)N(CC)CC)CC (N,N,N',N'-tetraethyl-m-phenylenediamine), C(C)(=O)OC(C)=O (acetic anhydride). The solvent is O (water). Product: C(C)N(C1=C(C=CC(=C1)N(CC)CC)C1(OC(=O)C2=CC=CC=C12)C1=C(C=C(C=C1)N(CC)CC)C)CC (3-(2,4-bis(diethylamino)phenyl)-3-(2-methyl-4-(diethylamino)phenyl)phthalide). Reaction SMILES: [CH3:1][C:2]1[CH:18]=[C:17]([N:19]([CH2:22][CH3:23])[CH2:20][CH3:21])[CH:16]=[CH:15][C:3]=1[C:4]([C:6]1[CH:14]=[CH:13][CH:12]=[CH:11][C:7]=1[C:8](O)=[O:9])=[O:5].[CH2:24]([N:26]([CH2:38][CH3:39])[C:27]1[CH:32]=[CH:31][CH:30]=[C:29]([N:33]([CH2:36][CH3:37])[CH2:34][CH3:35])[CH:28]=1)[CH3:25].C(OC(=O)C)(=O)C>O>[CH2:36]([N:33]([CH2:34][CH3:35])[C:29]1[CH:28]=[C:27]([N:26]([CH2:38][CH3:39])[CH2:24][CH3:25])[CH:32]=[CH:31][C:30]=1[C:4]1([C:3]2[CH:15]=[CH:16][C:17]([N:19]([CH2:22][CH3:23])[CH2:20][CH3:21])=[CH:18][C:2]=2[CH3:1])[C:6]2[C:7](=[CH:11][CH:12]=[CH:13][CH:14]=2)[C:8](=[O:9])[O:5]1)[CH3:37]. Procedure details: A mixture of 2-(2-methyl-4-(diethylamino)benzoyl)benzoic acid (12.48 g.), N,N,N',N'-tetraethyl-m-phenylenediamine (10.56 g.) and acetic anhydride (12 ml.) was warmed (at 40°±8° C.) during one hour, diluted with water (50 ml., then 100 ml.), adjusted to pH 4.6 and filtered. The filtrate was clarified with water and adjusted to pH 5.5. Recrystallization of the resulting product (m.p. 134°-140° C.) from methanol afforded 3-(2,4-bis(diethylamino)phenyl)-3-(2-methyl-4-(diethylamino)phenyl)phthalide (... The reactants are CN(CCCOC1=CC=C(C=C1)C1=CN=C(S1)NC1=CC=CC=C1)C ({5-[4-(3-dimethylamino-propoxy)-phenyl]-thiazol-2-yl}-phenyl-amine), S1C=C(C=C1)C1=CN=C(S1)NC1=CC=C(C=C1)O (4-(5-thiophen-3-yl-thiazol-2-yl-amino)-phenol), Cl.ClCCN1CCCC1 (1-(2-chloroethyl)-pyrrolidine hydrochloride). Solvent: C(Cl)Cl.CO (CH2Cl2 MeOH). Yields the product N1(CCCC1)CCOC1=CC=C(C=C1)NC=1SC(=CN1)C1=CSC=C1 ([4-(2-Pyrrolidin-1-yl-ethoxy)-phenyl]-(5-thiophen-3-yl-thiazol-2-yl)-amine). As a reaction SMILES: CN(C)CCCOC1C=CC(C2SC(NC3C=CC=CC=3)=NC=2)=CC=1.[S:26]1[CH:30]=[CH:29][C:28]([C:31]2[S:35][C:34]([NH:36][C:37]3[CH:42]=[CH:41][C:40]([OH:43])=[CH:39][CH:38]=3)=[N:33][CH:32]=2)=[CH:27]1.Cl.Cl[CH2:46][CH2:47][N:48]1[CH2:52][CH2:51][CH2:50][CH2:49]1>C(Cl)Cl.CO>[N:48]1([CH2:47][CH2:46][O:43][C:40]2[CH:41]=[CH:42][C:37]([NH:36][C:34]3[S:35][C:31]([C:28]4[CH:29]=[CH:30][S:26][CH:27]=4)=[CH:32][N:33]=3)=[CH:38][CH:39]=2)[CH2:52][CH2:51][CH2:50][CH2:49]1 |f:2.3,4.5|. Procedure: The title compound is prepared as described in Example 8 for {5-[4-(3-dimethylamino-propoxy)-phenyl]-thiazol-2-yl}-phenyl-amine but starting from 4-(5-thiophen-3-yl-thiazol-2-yl-amino)-phenol (Example 12) and using 1-(2-chloroethyl)-pyrrolidine hydrochloride. Title compound: ES-MS: 372.0 [M+H]+; single peak at tR=6.07 min (System 1); Rf=0.30 (CH2Cl2/MeOH, 80/20). The reactants are O=C([O-])O, CO, CCOC(C)=O, [Na+], COC(=O)Nc1ccccc1-c1ccc(COC2CCCCO2)cc1. The product is COC(=O)Nc1ccccc1-c1ccc(CO)cc1. RXN SMILES: [C:26](=[O:27])([OH:28])[O-:29].[CH3:31][OH:32].[CH3:33][CH2:34][O:35][C:36](=[O:37])[CH3:38].[Na+:30].[O:1]1[CH2:2][CH2:3][CH2:4][CH2:5][CH:6]1[O:7][CH2:8][c:9]1[cH:10][cH:11][c:12](-[c:15]2[c:16]([NH:21][C:22](=[O:23])[O:24][CH3:25])[cH:17][cH:18][cH:19][cH:20]2)[cH:13][cH:14]1>>[OH:7][CH2:8][c:9]1[cH:10][cH:11][c:12](-[c:15]2[c:16]([NH:21][C:22](=[O:23])[O:24][CH3:25])[cH:17][cH:18][cH:19][cH:20]2)[cH:13][cH:14]1. The product is IC=1C=C(CNC=2C=3N=CN([C@H]4[C@H](O)[C@H](O)[C@@H](COC)O4)C3N=CN2)C=CC1 (N6-(3-iodobenzyl)-5′-O-methyladenosine). Starting materials: ClC1=C2N=CN(C2=NC=N1)[C@H]1[C@H](OC(C)=O)[C@H](OC(C)=O)[C@H](O1)COC (6-chloro-9-(2,3-di-O-acetyl-5-O-methyl-β-D-ribofuranosyl)-purine), IC=1C=C(CN)C=CC1 (3-iodobenzylamine), Cl (HCl). As a reaction SMILES: Cl[C:2]1[N:10]=[CH:9][N:8]=[C:7]2[C:3]=1[N:4]=[CH:5][N:6]2[C@@H:11]1[O:23][C@H:22]([CH2:24][O:25][CH3:26])[C@@H:17]([O:18]C(=O)C)[C@H:12]1[O:13]C(=O)C.[I:27][C:28]1[CH:29]=[C:30]([CH:33]=[CH:34][CH:35]=1)[CH2:31][NH2:32].Cl>>[I:27][C:28]1[CH:29]=[C:30]([CH:33]=[CH:34][CH:35]=1)[CH2:31][NH:32][C:2]1[C:3]2[N:4]=[CH:5][N:6]([C:7]=2[N:8]=[CH:9][N:10]=1)[C@@H:11]1[O:23][C@H:22]([CH2:24][O:25][CH3:26])[C@@H:17]([OH:18])[C@H:12]1[OH:13]. Procedure: Method B. The reaction was carried out with 6-chloro-9-(2,3-di-O-acetyl-5-O-methyl-β-D-ribofuranosyl)-purine (60, 363 mg, 0.94 mmol) and 3-iodobenzylamine.HCl (1.41 mmol, 380 mg). The mixture was purified by column chromatography (eluens 5% MeOH in CH2Cl2). Yield 397 mg (0.80 mmol, 85%), mp 155–157° C.; Rf 0.54 (eluens 10% MeOH in CH2Cl2); 1H NMR (DMSO-d6) δ 8.40 (bs, 1H, NH), 8.33 (s, 1H, H-8), 8.21 (s, 1H, H-2), 7.70 (s, 1H, CCHCI), 7.57 (d, 1H, J=6.52 Hz, CCHCHCH), 7.34 (d, 1H, J=5.15 Hz, CCH...